Dataset: the Open Reaction Database (ORD), a public repository of structured organic reaction records. Task: describe an organic reaction: reactants, conditions, products, and yield Reactants: ice water, CC=1C=C(OC2=CC=C(C=C2)OC2=CC(=C(C=C2)C)C)C=CC1C (1,4-bis(3,4 dimethylphenoxy)benzene), FC(C(=O)C1=CC=CC=C1)(F)F (trifluoroacetylbenzene), [OH-].[Na+] (NaOH), C(C[*:2])[*:1] (polyethylene). Run in C(Cl)Cl (Methylene chloride). Run at temperature 120 celsius, time 8 hour. Product: CC1=CC=2OC3=CC=4C(C5=CC(=C(C=C5OC4C=C3C(C2C=C1C)(C(F)(F)F)C1=CC=CC=C1)C)C)(C(F)(F)F)C1=CC=CC=C1 (2,3,9,10-Tetramethyl-5,12-diphenyl-5,12-bis (trifluoromethyl)-5H,12H-7,14-dioxapentacene). Isolated yield 21.4%. Reaction SMILES: [CH3:1][C:2]1[CH:3]=[C:4]([CH:21]=[CH:22][C:23]=1[CH3:24])[O:5][C:6]1[CH:11]=[CH:10][C:9]([O:12][C:13]2[CH:18]=[CH:17][C:16]([CH3:19])=[C:15]([CH3:20])[CH:14]=2)=[CH:8][CH:7]=1.[F:25][C:26]([F:36])([F:35])[C:27]([C:29]1[CH:34]=[CH:33][CH:32]=[CH:31][CH:30]=1)=O.[OH-].[Na+]>C(Cl)Cl>[CH3:1][C:2]1[C:23]([CH3:24])=[CH:22][C:21]2[C:27]([C:29]3[CH:34]=[CH:33][CH:32]=[CH:31][CH:30]=3)([C:26]([F:36])([F:35])[F:25])[C:7]3[C:6](=[CH:11][C:10]4[C:27]([C:29]5[CH:34]=[CH:33][CH:32]=[CH:31][CH:30]=5)([C:26]([F:35])([F:25])[F:36])[C:18]5[C:13]([O:12][C:9]=4[CH:8]=3)=[CH:14][C:15]([CH3:20])=[C:16]([CH3:19])[CH:17]=5)[O:5][C:4]=2[CH:3]=1 |f:2.3|. Reported procedure: A mixture of 45.7 g (0.144 mole) 1,4-bis(3,4 dimethylphenoxy)benzene, 50.0 g (0.288 mole) trifluoroacetylbenzene, and 90 g (4.5 mole) HF was shaken in an autoclave at 120° C. for 8 hours. The clave contents were transferred to a polyethylene jar, half filled with ice-water, and containing 250 ml 50% NaOH. Methylene chloride was added, the slurry was filtered through Celite®, the organic layer was separated and the extracts were stripped. The residue was stirred with acetone and filtered, yieldin... Reactants: C(#N)C=1C=C(C=CC1F)S(=O)(=O)NC1=NC=C(C=C1)F (3-cyano-4-fluoro-N-(5-fluoropyridin-2-yl)benzenesulfonamide), NC1=CC=C(C=C1)O (4-aminophenol). Product: NC1=CC=C(OC2=C(C=C(C=C2)S(=O)(=O)NC2=NC=C(C=C2)F)C#N)C=C1 (4-(4-aminophenoxy)-3-cyano-N-(5-fluoropyridin-2-yl)benzenesulfonamide). As a reaction SMILES: [C:1]([C:3]1[CH:4]=[C:5]([S:10]([NH:13][C:14]2[CH:19]=[CH:18][C:17]([F:20])=[CH:16][N:15]=2)(=[O:12])=[O:11])[CH:6]=[CH:7][C:8]=1F)#[N:2].[NH2:21][C:22]1[CH:27]=[CH:26][C:25]([OH:28])=[CH:24][CH:23]=1>>[NH2:21][C:22]1[CH:27]=[CH:26][C:25]([O:28][C:8]2[CH:7]=[CH:6][C:5]([S:10]([NH:13][C:14]3[CH:19]=[CH:18][C:17]([F:20])=[CH:16][N:15]=3)(=[O:12])=[O:11])=[CH:4][C:3]=2[C:1]#[N:2])=[CH:24][CH:23]=1. Procedure details: The title compound was prepared according to the method described for Library Protocol 2 using 3-cyano-4-fluoro-N-(5-fluoropyridin-2-yl)benzenesulfonamide (Preparation 2), 4-aminophenol. The reactants are C(C)I (Ethyl iodide), BrC(C)C (2-bromopropane), CC1(NC2=CC=CC=C2C=C1)C (2-methylquinaldine), C(=O)([O-])[O-].[K+].[K+] (K2CO3). The solvent is CN(C)C=O (DMF). The product is C(C)OC=1C=CC=C2C=CC(=NC12)C (8-ethoxy-2-methylquinoline), 8-isopropopxy-2-methylquinoline. Yield: 77.0%. As a reaction SMILES: [CH2:1](I)[CH3:2].BrC(C)C.C[C:9]1([CH3:19])[CH:18]=[CH:17][C:16]2[C:11](=[CH:12][CH:13]=[CH:14][CH:15]=2)[NH:10]1.C([O-])([O-])=[O:21].[K+].[K+]>CN(C=O)C>[CH2:1]([O:21][C:12]1[CH:13]=[CH:14][CH:15]=[C:16]2[C:11]=1[N:10]=[C:9]([CH3:19])[CH:18]=[CH:17]2)[CH3:2] |f:3.4.5|. Procedure details: Ethyl iodide (3.9 g, 25.0 mmol) or 2-bromopropane (2.4 g, 19.2 mmol) was added to a stirred solution of 2-methylquinaldine (3.0 g, 18.8 mmol) and K2CO3 (6.5 g 47 mmol; 5.2 g, 37.6 mmol) in 30 ml DMF at 60° C. for 14 h. The reaction mixture was quenched by H2O (200 ml) and extracted with EtOAc (50 ml×2). The organic layer was concentrated by evaporation in vacuum. The residue was purified by flash column chromatography with Hex/EA (6:1) and recrystallized with Hexane/EA to give 8-ethoxy-2-methylq... Starting materials: C1COCCO1, CSc1nc(-c2ccncc2)c(-c2ccc3ccccc3c2)c(=O)n1C, Cl, [Na+], [OH-]. Product: Cn1c(O)nc(-c2ccncc2)c(-c2ccc3ccccc3c2)c1=O. As a reaction SMILES: [CH2:28]1[O:29][CH2:31][CH2:32][O:30][CH2:33]1.[CH3:1][n:2]1[c:3]([S:25][CH3:26])[n:4][c:5](-[c:19]2[cH:20][cH:21][n:22][cH:23][cH:24]2)[c:6](-[c:9]2[cH:10][c:11]3[cH:12][cH:13][cH:14][cH:15][c:16]3[cH:17][cH:18]2)[c:7]1=[O:8].[ClH:27].[Na+:35].[OH-:34]>>[CH3:1][n:2]1[c:3]([OH:30])[n:4][c:5](-[c:19]2[cH:20][cH:21][n:22][cH:23][cH:24]2)[c:6](-[c:9]2[cH:10][c:11]3[cH:12][cH:13][cH:14][cH:15][c:16]3[cH:17][cH:18]2)[c:7]1=[O:8]. Starting materials: tetrakistriphenylphosphine palladium, COCCOC (1,2-dimethoxyethane), C(C1=CC=CC=C1)OCN1C(=C(C(=C1)B1OC(C(O1)(C)C)(C)C)C(=O)OCC)C=O (ethyl 1-benzyloxymethyl-2-formyl-4-(4,4,5,5-tetramethyl-[1,3,2]dioxaborolan-2-yl)-1H-pyrrol-3-carboxylate), FC1=C(CBr)C=CC=C1 (2-fluorobenzyl bromide), C([O-])([O-])=O.[Na+].[Na+] (sodium carbonate). Solvent: O (water). Run at temperature 50 celsius, time 3 hour. Yields the product C(C1=CC=CC=C1)OCN1C(=C(C(=C1)CC1=C(C=CC=C1)F)C(=O)OCC)C=O (Ethyl 1-benzyloxymethyl-4-(2-fluorobenzyl)-2-formyl-1H-pyrrol-3-carboxylate). Isolated yield 90.7%. Reaction SMILES: COCCOC.[CH2:7]([O:14][CH2:15][N:16]1[CH:20]=[C:19](B2OC(C)(C)C(C)(C)O2)[C:18]([C:30]([O:32][CH2:33][CH3:34])=[O:31])=[C:17]1[CH:35]=[O:36])[C:8]1[CH:13]=[CH:12][CH:11]=[CH:10][CH:9]=1.[F:37][C:38]1[CH:45]=[CH:44][CH:43]=[CH:42][C:39]=1[CH2:40]Br.C(=O)([O-])[O-].[Na+].[Na+]>O>[CH2:7]([O:14][CH2:15][N:16]1[CH:20]=[C:19]([CH2:40][C:39]2[CH:42]=[CH:43][CH:44]=[CH:45][C:38]=2[F:37])[C:18]([C:30]([O:32][CH2:33][CH3:34])=[O:31])=[C:17]1[CH:35]=[O:36])[C:8]1[CH:9]=[CH:10][CH:11]=[CH:12][CH:13]=1 |f:3.4.5|. Reported procedure: To 100 ml of 1,2-dimethoxyethane solution containing 4.38 g (10.6 mmol) of ethyl 1-benzyloxymethyl-2-formyl-4-(4,4,5,5-tetramethyl-[1,3,2]dioxaborolan-2-yl)-1H-pyrrol-3-carboxylate obtained in Reference example 36-(c) were added 2.60 ml (21.4 mmol) of 2-fluorobenzyl bromide and 100 ml of 2M sodium carbonate aqueous solution, the mixture was degassed under reduced pressure and replaced with argon. Further, 2.47 g (2.14 mmol) of tetrakistriphenylphosphine palladium was added to the mixture, and th... Reaction conditions: temperature 105 celsius, time 1 hour. Reported procedure: To a solution of 4-(5-(6-amino-5-(trifluoromethyl)pyridin-3-yl) -6-methylimidazo[2,1-b][1,3,4]thiadiazol-2-yl)-2-methoxyphenol (0.042 g, 0.1 mmol, 1 eq) in dry DMF (1 mL), 4-(2-chloroethyl)morpholine hydrochloride (0.024 g, 0.13 mmol, 1.25 eq), iPr2EtN (0.021 mL, 0.13 mmol, 1.3 eq) and K2CO3 (0.018 g, 0.13 mmol, 1.25 eq) were added. The mixture was stirred at 105° C. for 1 h and cooled to RT. The solvent was evaporated, and the dry residue was taken up in DCM, washed with water (2×1 mL), dried (... Reaction SMILES: [NH2:1][C:2]1[N:7]=[CH:6][C:5]([C:8]2[N:15]3[C:11]([S:12][C:13]([C:16]4[CH:21]=[CH:20][C:19]([OH:22])=[C:18]([O:23][CH3:24])[CH:17]=4)=[N:14]3)=[N:10][C:9]=2[CH3:25])=[CH:4][C:3]=1[C:26]([F:29])([F:28])[F:27].Cl.Cl[CH2:32][CH2:33][N:34]1[CH2:39][CH2:38][O:37][CH2:36][CH2:35]1.C(N(C(C)C)C(C)C)C.C([O-])([O-])=O.[K+].[K+]>CN(C=O)C>[O:37]1[CH2:38][CH2:39][N:34]([CH2:33][CH2:32][O:22][C:19]2[CH:20]=[CH:21][C:16]([C:13]3[S:12][C:11]4=[N:10][C:9]([CH3:25])=[C:8]([C:5]5[CH:4]=[C:3]([C:26]([F:28])([F:27])[F:29])[C:2]([NH2:1])=[N:7][CH:6]=5)[N:15]4[N:14]=3)=[CH:17][C:18]=2[O:23][CH3:24])[CH2:35][CH2:36]1 |f:1.2,4.5.6|. The solvent is CN(C)C=O (DMF). The product is O1CCN(CC1)CCOC1=C(C=C(C=C1)C1=NN2C(S1)=NC(=C2C=2C=C(C(=NC2)N)C(F)(F)F)C)OC (5-(2-(4-(2-morpholinoethoxy)-3-methoxyphenyl)-6-methylimidazo[2,1-b][1,3,4]thiadiazol-5-yl)-3-(trifluoromethyl)pyridin-2-amine). Starting materials: NC1=C(C=C(C=N1)C1=C(N=C2SC(=NN21)C2=CC(=C(C=C2)O)OC)C)C(F)(F)F (4-(5-(6-amino-5-(trifluoromethyl)pyridin-3-yl) -6-methylimidazo[2,1-b][1,3,4]thiadiazol-2-yl)-2-methoxyphenol), Cl.ClCCN1CCOCC1 (4-(2-chloroethyl)morpholine hydrochloride), C(C)N(C(C)C)C(C)C (iPr2EtN), C(=O)([O-])[O-].[K+].[K+] (K2CO3). Starting materials: B(Br)(Br)Br (boron tribromide), C1(CCCCC1)C1=NOC(=N1)C=CC1=CC(=C(C=C1)OC)OC (3-Cyclohexyl-5-[2-(3,4-dimethoxy-phenyl)-vinyl]-[1,2,4]oxadiazole), C1(CCCCC1)C1=NOC(=N1)C=CC1=CC(=C(C=C1)OC)OC (3-Cyclohexyl-5-[2-(3,4-dimethoxy-phenyl)-vinyl]-[1,2,4]oxadiazole). Run in ClCCl (dichloromethane), ClCCl (dichloromethane). Reaction conditions: time 37.5 minute. The product is C1(CCCCC1)C1=NOC(=N1)C=CC=1C=C(C(=CC1)O)O (4-[2-(3-Cyclohexyl-[1,2,4]oxadiazol-5-yl)-vinyl]-benzene-1,2-diol). As a reaction SMILES: B(Br)(Br)Br.[CH:5]1([C:11]2[N:15]=[C:14]([CH:16]=[CH:17][C:18]3[CH:23]=[CH:22][C:21]([O:24]C)=[C:20]([O:26]C)[CH:19]=3)[O:13][N:12]=2)[CH2:10][CH2:9][CH2:8][CH2:7][CH2:6]1>ClCCl>[CH:5]1([C:11]2[N:15]=[C:14]([CH:16]=[CH:17][C:18]3[CH:19]=[C:20]([OH:26])[C:21]([OH:24])=[CH:22][CH:23]=3)[O:13][N:12]=2)[CH2:10][CH2:9][CH2:8][CH2:7][CH2:6]1. Procedure details: To a cooled solution of 0.55 mL of 1M boron tribromide (5.8 mmol) in 2 mL dichloromethane, 0.8 g (2.5 mmol) of 3-cyclohexyl-5-[2-(3,4-dimethoxy-phenyl)-vinyl]-[1,2,4]oxadiazole (compound of Example 60) dissolved in 8 mL of dichloromethane was added over a period of 15-20 min at −45° C. to −40° C. The reaction mixture was stirred at −45° C. to −40° C. for 30-45 min and allowed to attain a temperature of 25° C. to 30° C. slowly, over a period of 1 h. The reaction mixture was further stirred at 25°... The yield is 86.2%. Procedure: (3RS,4RS)-4-(9-Hydroxynonyl)-7-methoxymethyloxy-3-[4-(methoxymethyloxy)phenyl]-3-methyl-2,3-dihydro-4H-benzopyran (90 mg, 0.19 mmol) was dissolved in pyridine (2 ml) and dichloromethane (0.5 ml) and then cooled to 0° C. p-Toluenesulfonylchloride (0.12 g, 0.63 mmol) was added dropwise thereto, and the mixture was stirred for 3 hours at room temperature, quenched with water and then extracted with ethyl acetate. The extracted organic substance was washed with 2N hydrochloric acid, dried over magne... Conditions: time 3 hour. RXN SMILES: [OH:1][CH2:2][CH2:3][CH2:4][CH2:5][CH2:6][CH2:7][CH2:8][CH2:9][CH2:10][CH:11]1[C:16]2[CH:17]=[CH:18][C:19]([O:21][CH2:22][O:23][CH3:24])=[CH:20][C:15]=2[O:14][CH2:13][C:12]1([C:26]1[CH:31]=[CH:30][C:29]([O:32][CH2:33][O:34][CH3:35])=[CH:28][CH:27]=1)[CH3:25].ClCCl.[C:39]1([CH3:49])[CH:44]=[CH:43][C:42]([S:45](Cl)(=[O:47])=[O:46])=[CH:41][CH:40]=1>N1C=CC=CC=1>[CH3:24][O:23][CH2:22][O:21][C:19]1[CH:18]=[CH:17][C:16]2[CH:11]([CH2:10][CH2:9][CH2:8][CH2:7][CH2:6][CH2:5][CH2:4][CH2:3][CH2:2][O:1][S:45]([C:42]3[CH:43]=[CH:44][C:39]([CH3:49])=[CH:40][CH:41]=3)(=[O:47])=[O:46])[C:12]([C:26]3[CH:27]=[CH:28][C:29]([O:32][CH2:33][O:34][CH3:35])=[CH:30][CH:31]=3)([CH3:25])[CH2:13][O:14][C:15]=2[CH:20]=1. The solvent is N1=CC=CC=C1 (pyridine). The product is COCOC1=CC2=C(C(C(CO2)(C)C2=CC=C(C=C2)OCOC)CCCCCCCCCOS(=O)(=O)C2=CC=C(C=C2)C)C=C1 ((3RS,4RS)-7-methoxymethyloxy-3-[4-(methoxymethyloxy)phenyl]-3-methyl-4-[9-(p-toluenesulfonyloxy)nonyl]-2,3-dihydro-4H-benzopyran). The reactants are ClCCl (dichloromethane), C1(=CC=C(C=C1)S(=O)(=O)Cl)C (p-Toluenesulfonylchloride), OCCCCCCCCCC1C(COC2=C1C=CC(=C2)OCOC)(C)C2=CC=C(C=C2)OCOC ((3RS,4RS)-4-(9-Hydroxynonyl)-7-methoxymethyloxy-3-[4-(methoxymethyloxy)phenyl]-3-methyl-2,3-dihydro-4H-benzopyran). Reactants: Brc1cnc2ccccc2c1, CCCC[N+](CCCC)(CCCC)CCCC, [F-], C#CC=C1CCN(c2ncccc2[N+](=O)[O-])CC1, O. The product is O=[N+]([O-])c1cccnc1N1CCC(=CC#Cc2cnc3ccccc3c2)CC1. RXN SMILES: [Br:19][c:20]1[cH:21][n:22][c:23]2[cH:24][cH:25][cH:26][cH:27][c:28]2[cH:29]1.[CH2:31]([N+:32]([CH2:33][CH2:34][CH2:35][CH3:36])([CH2:37][CH2:38][CH2:39][CH3:40])[CH2:41][CH2:42][CH2:43][CH3:44])[CH2:45][CH2:46][CH3:47].[F-:30].[N+:1](=[O:2])([O-:3])[c:4]1[c:5]([N:10]2[CH2:11][CH2:12][C:13](=[CH:16][C:17]#[CH:18])[CH2:14][CH2:15]2)[n:6][cH:7][cH:8][cH:9]1.[OH2:48]>>[N+:1](=[O:2])([O-:3])[c:4]1[c:5]([N:10]2[CH2:11][CH2:12][C:13](=[CH:16][C:17]#[C:18][c:20]3[cH:21][n:22][c:23]4[cH:24][cH:25][cH:26][cH:27][c:28]4[cH:29]3)[CH2:14][CH2:15]2)[n:6][cH:7][cH:8][cH:9]1. Starting materials: C(C)OC(C(O)C1C(C=C(C1)C)=O)=O (alpha-hydroxy-(4-methyl-2-oxo-3-cyclopenten-1-yl)-acetic acid ethyl ester), [H][H] (hydrogen), C (charcoal). Reagents/catalysts: [Pd] (palladium). The solvent is C1(=CC=CC=C1)C (toluene). The product is C(C)OC(C(C1C(CC(C1)C)=O)O)=O (alpha-hydroxy-4-methyl-2-oxo-cyclopentane acetic acid ethyl ester). As a reaction SMILES: [CH2:1]([O:3][C:4](=[O:14])[CH:5]([CH:7]1[CH2:11][C:10]([CH3:12])=[CH:9][C:8]1=[O:13])[OH:6])[CH3:2].C.[H][H]>C1(C)C=CC=CC=1.[Pd]>[CH2:1]([O:3][C:4](=[O:14])[CH:5]([OH:6])[CH:7]1[CH2:11][CH:10]([CH3:12])[CH2:9][C:8]1=[O:13])[CH3:2]. Procedure: 99.1 g of crude alpha-hydroxy-(4-methyl-2-oxo-3-cyclopenten-1-yl)-acetic acid ethyl ester (as prepared in Example 1) in 882 ml of toluene was hydrogenated over 9.91 g of 10% by weight of palladium and 90% by weight of charcoal at room temperature and 25-50 psi. After hydrogen uptake had ceased, the catalyst and solvent were removed by filtration and evaporation to give 101 g of a viscous, amber-colored oil. This oil is distilled to provide the product alpha-hydroxy-4-methyl-2-oxo-cyclopentane ac...